This data is from the Open Reaction Database (ORD), a public repository of structured organic reaction records. The task is: describe an organic reaction: reactants, conditions, products, and yield Starting materials: C1CCOC1, C[Si](C)(C)[N-][Si](C)(C)C, [Cl-], COc1ccc(CN(Cc2ccc(OC)cc2)c2nc(C)nc(-c3cc4ccccc4nc3Cl)n2)cc1, [Li+], COc1ccc(N)cn1, [NH4+]. Yields the product COc1ccc(CN(Cc2ccc(OC)cc2)c2nc(C)nc(-c3cc4ccccc4nc3Nc3ccc(OC)nc3)n2)cc1. Reaction SMILES: [CH2:57]1[O:58][CH2:59][CH2:60][CH2:61]1.[CH3:48][Si:49]([N-:50][Si:51]([CH3:52])([CH3:53])[CH3:54])([CH3:55])[CH3:56].[Cl-:62].[Cl:10][c:11]1[n:12][c:13]2[cH:14][cH:15][cH:16][cH:17][c:18]2[cH:19][c:20]1-[c:21]1[n:22][c:23]([N:28]([CH2:29][c:30]2[cH:31][cH:32][c:33]([O:36][CH3:37])[cH:34][cH:35]2)[CH2:38][c:39]2[cH:40][cH:41][c:42]([O:45][CH3:46])[cH:43][cH:44]2)[n:24][c:25]([CH3:27])[n:26]1.[Li+:47].[NH2:1][c:2]1[cH:3][cH:4][c:5]([O:8][CH3:9])[n:6][cH:7]1.[NH4+:63]>>[NH:1]([c:2]1[cH:3][cH:4][c:5]([O:8][CH3:9])[n:6][cH:7]1)[c:11]1[n:12][c:13]2[cH:14][cH:15][cH:16][cH:17][c:18]2[cH:19][c:20]1-[c:21]1[n:22][c:23]([N:28]([CH2:29][c:30]2[cH:31][cH:32][c:33]([O:36][CH3:37])[cH:34][cH:35]2)[CH2:38][c:39]2[cH:40][cH:41][c:42]([O:45][CH3:46])[cH:43][cH:44]2)[n:24][c:25]([CH3:27])[n:26]1. The reactants are C1(CC1)N1C=C(C(C2=CC(=C(C(=C12)F)F)F)=O)C(=O)O (1-cyclopropyl-6,7,8-trifluoro-1,4-dihydro-4-oxoquinoline-3-carboxylic acid), C(=O)NCCC1CNCCO1 (2-(2-formylaminoethyl)morpholine). Yields the product C1(CC1)N1C=C(C(C2=CC(=C(C(=C12)F)N1CC(OCC1)CCNC=O)F)=O)C(=O)O (1-cyclopropyl-6,8-difluoro-7-[2-(2-formylaminoethyl)morpholino]-1,4-dihydro-4-oxoquinoline-3-carboxylic acid). As a reaction SMILES: [CH:1]1([N:4]2[C:13]3[C:8](=[CH:9][C:10]([F:16])=[C:11](F)[C:12]=3[F:14])[C:7](=[O:17])[C:6]([C:18]([OH:20])=[O:19])=[CH:5]2)[CH2:3][CH2:2]1.[CH:21]([NH:23][CH2:24][CH2:25][CH:26]1[O:31][CH2:30][CH2:29][NH:28][CH2:27]1)=[O:22]>>[CH:1]1([N:4]2[C:13]3[C:8](=[CH:9][C:10]([F:16])=[C:11]([N:28]4[CH2:29][CH2:30][O:31][CH:26]([CH2:25][CH2:24][NH:23][CH:21]=[O:22])[CH2:27]4)[C:12]=3[F:14])[C:7](=[O:17])[C:6]([C:18]([OH:20])=[O:19])=[CH:5]2)[CH2:2][CH2:3]1. Reported procedure: By the use of 1-cyclopropyl-6,7,8-trifluoro-1,4-dihydro-4-oxoquinoline-3-carboxylic acid and 2-(2-formylaminoethyl)morpholine, the reaction is similarly carried out as Example 11 to give 1-cyclopropyl-6,8-difluoro-7-[2-(2-formylaminoethyl)morpholino]-1,4-dihydro-4-oxoquinoline-3-carboxylic acid.